Dataset: the Open Reaction Database (ORD), a public repository of structured organic reaction records. Task: describe an organic reaction: reactants, conditions, products, and yield The reactants are C=CCCCCCC (1-octene), C(C=C)(=O)O (acrylic acid), CS(=O)(=O)O (methanesulfonic acid), COC1=CC=C(C=C1)O (MEHQ). The reagents and catalysts are O.O.[Cu](Cl)Cl (copper(II) chloride dihydrate). Run at temperature 105 celsius. Product: C(C=C)(=O)OCCCCCCCC (octyl acrylate). As a reaction SMILES: [CH2:1]=[CH:2][CH2:3][CH2:4][CH2:5][CH2:6][CH2:7][CH3:8].[C:9]([OH:13])(=[O:12])[CH:10]=[CH2:11].CS(O)(=O)=O.COC1C=CC(O)=CC=1>O.O.[Cu](Cl)Cl>[C:9]([O:13][CH2:1][CH2:2][CH2:3][CH2:4][CH2:5][CH2:6][CH2:7][CH3:8])(=[O:12])[CH:10]=[CH2:11] |f:4.5.6|. Procedure: A mixture of 15.0 g (134 mmoles, 3 eq) of 1-octene, 3.21 g (44.6 mmoles, 1 eq) of acrylic acid, 0.257 g (2.67 mmoles, 0.06 eq) of methanesulfonic acid, 0.0277 g of MEHQ and 0.0034 g of copper(II) chloride dihydrate was heated at 105° C. for 22 hours to give 2.5% conversion to octyl acrylate based on acrylic acid consumed. Reactants: ClC1=C(C(=O)OCC2=CC=CC=C2)C(=CC=N1)Cl (benzyl 2,4-dichloronicotinate), [Li+].CC(C)[N-]C(C)C (LDA), II (Iodine). The solvent is C1CCOC1 (THF). Run at temperature -78 celsius, time 30 minute. Yields the product ClC1=C(C(=O)OCC2=CC=CC=C2)C(=C(C=N1)I)Cl (benzyl 2,4-dichloro-5-iodonicotinate). The yield is 60.5%. Reaction SMILES: [Cl:1][C:2]1[N:17]=[CH:16][CH:15]=[C:14]([Cl:18])[C:3]=1[C:4]([O:6][CH2:7][C:8]1[CH:13]=[CH:12][CH:11]=[CH:10][CH:9]=1)=[O:5].[Li+].CC([N-]C(C)C)C.[I:27]I>C1COCC1>[Cl:1][C:2]1[N:17]=[CH:16][C:15]([I:27])=[C:14]([Cl:18])[C:3]=1[C:4]([O:6][CH2:7][C:8]1[CH:13]=[CH:12][CH:11]=[CH:10][CH:9]=1)=[O:5] |f:1.2|. Procedure details: Into a solution of benzyl 2,4-dichloronicotinate (4.35 g, 15.4 mmol) in THF (40 mL) at −78° C. was added LDA (1.5 M×11.8 mL, 17.7 mmol) dropwise. The mixture was stirred at −78° C. for 30 min. Iodine (4.7 g, 18.5 mmol) was added portionwise. The temperature was then allowed to rise to room temperature slowly and the reaction was quenched with saturated NH4Cl solution. The mixture was extracted with ethyl acetate. The organic layers were combined and washed with brine, dried over sodium sulfate, ... Starting materials: BrCC1CCCC1, COC(=O)COc1ccc(Cn2c(-c3ccc(Cl)cc3O)nc3cc(F)c(F)cc32)cc1. Yields the product COC(=O)COc1ccc(Cn2c(-c3ccc(Cl)cc3OCC3CCCC3)nc3cc(F)c(F)cc32)cc1. As a reaction SMILES: [Br:33][CH2:34][CH:35]1[CH2:36][CH2:37][CH2:38][CH2:39]1.[CH3:1][O:2][C:3]([CH2:4][O:5][c:6]1[cH:7][cH:8][c:9]([CH2:12][n:13]2[c:14](-[c:24]3[c:25]([OH:31])[cH:26][c:27]([Cl:30])[cH:28][cH:29]3)[n:15][c:16]3[c:17]2[cH:18][c:19]([F:23])[c:20]([F:22])[cH:21]3)[cH:10][cH:11]1)=[O:32]>>[CH3:1][O:2][C:3]([CH2:4][O:5][c:6]1[cH:7][cH:8][c:9]([CH2:12][n:13]2[c:14](-[c:24]3[c:25]([O:31][CH2:34][CH:35]4[CH2:36][CH2:37][CH2:38][CH2:39]4)[cH:26][c:27]([Cl:30])[cH:28][cH:29]3)[n:15][c:16]3[c:17]2[cH:18][c:19]([F:23])[c:20]([F:22])[cH:21]3)[cH:10][cH:11]1)=[O:32]. Reactants: C1(=CC=CC=2C3=CC=CC=C3CC12)C(=O)O (9H-fluorene-1-carboxylic acid), CC=1N=CN(C1)C=1C=C(N)C=CC1 (3-(4-methylimidazol-1-yl)aniline), Cl.C(C)N=C=NCCCN(C)C (1-ethyl-3-(3-dimethylaminopropyl)carbodiimide hydrochloride). Reagents/catalysts: CN(C1=CC=NC=C1)C (4-dimethylaminopyridine). Solvent: ClCCl (dichloromethane), ClCCl (dichloromethane). Run at time 24 hour. The product is CC=1N=CN(C1)C=1C=C(C=CC1)NC(=O)C1=CC=CC=2C3=CC=CC=C3CC12 (N-[3-(4-methylimidazol-1-yl)-phenyl]-9H-fluorene-1-carboxamide). Isolated yield 29.2%. Reaction SMILES: [C:1]1([C:14](O)=[O:15])[C:13]2[CH2:12][C:11]3[C:6](=[CH:7][CH:8]=[CH:9][CH:10]=3)[C:5]=2[CH:4]=[CH:3][CH:2]=1.[CH3:17][C:18]1[N:19]=[CH:20][N:21]([C:23]2[CH:24]=[C:25]([CH:27]=[CH:28][CH:29]=2)[NH2:26])[CH:22]=1.Cl.C(N=C=NCCCN(C)C)C>ClCCl.CN(C)C1C=CN=CC=1>[CH3:17][C:18]1[N:19]=[CH:20][N:21]([C:23]2[CH:24]=[C:25]([NH:26][C:14]([C:1]3[C:13]4[CH2:12][C:11]5[C:6](=[CH:7][CH:8]=[CH:9][CH:10]=5)[C:5]=4[CH:4]=[CH:3][CH:2]=3)=[O:15])[CH:27]=[CH:28][CH:29]=2)[CH:22]=1 |f:2.3|. Reported procedure: To a suspension of 9H-fluorene-1-carboxylic acid (79 mg) and 3-(4-methylimidazol-1-yl)aniline (65 mg) in dichloromethane (2 ml) was added 1-ethyl-3-(3-dimethylaminopropyl)carbodiimide hydrochloride (101 mg) and 4-dimethylaminopyridine (23 mg), and the mire was stirred for 24 hours. The mix e was diluted with dichloromethane, washed with water and brine. The mixture was dried over magnesium sulfate and evaporated under reduced pressure. The residue was triturated with methanol, and the insoluble ...